The task is: describe an organic reaction: reactants, conditions, products, and yield. This data is from the Open Reaction Database (ORD), a public repository of structured organic reaction records. Reactants: CC(C)([O-])C.[K+] (Potassium t-butoxide), O (water), ClC1=C(C=CC(=C1)Cl)O (2,4-dichlorophenol), ClC1=C(C=C(S1)C(C)=O)[N+](=O)[O-] (1-(5-chloro-4-nitro-2-thienyl)ethanone). Run in O1CCCC1 (tetrahydrofuran). Conditions: time 30 minute. Product: ClC1=C(OC2=C(C=C(S2)C(C)=O)[N+](=O)[O-])C=CC(=C1)Cl (1-(5-(2,4-dichlorophenoxy)-4-nitrothiophen-2-yl)ethanone). The yield is 55.8%. Reaction SMILES: CC(C)([O-])C.[K+].[Cl:7][C:8]1[CH:13]=[C:12]([Cl:14])[CH:11]=[CH:10][C:9]=1[OH:15].Cl[C:17]1[S:21][C:20]([C:22](=[O:24])[CH3:23])=[CH:19][C:18]=1[N+:25]([O-:27])=[O:26].O>O1CCCC1>[Cl:7][C:8]1[CH:13]=[C:12]([Cl:14])[CH:11]=[CH:10][C:9]=1[O:15][C:17]1[S:21][C:20]([C:22](=[O:24])[CH3:23])=[CH:19][C:18]=1[N+:25]([O-:27])=[O:26] |f:0.1|. Procedure details: Potassium t-butoxide (0.30 g, 2.67 mmol) was suspended in anhydrous tetrahydrofuran (25 mL), 2,4-dichlorophenol (0.40 g, 2.43 mmol) was added and the resulting mixture was stirred at ambient temperature under nitrogen for 30 minutes. After this time, 1-(5-chloro-4-nitro-2-thienyl)ethanone (0.5 g, 2.43 mmol) was added, the resulting mixture was stirred at ambient temperature for 45 minutes, then it was poured into water (100 mL) and stirred at ambient temperature overnight. The resulting solid wa... Starting materials: IC1=CC=C(C(=O)OCC)C=C1 (ethyl 4-iodobenzoate), CC1CCC(N1)=O (5-methylpyrrolidin-2-one). Product: CC1N(C(CC1)=O)C1=CC=C(C(=O)O)C=C1 (4-(2-methyl-5-oxopyrrolidin-1-yl)benzoic acid). As a reaction SMILES: I[C:2]1[CH:12]=[CH:11][C:5]([C:6]([O:8]CC)=[O:7])=[CH:4][CH:3]=1.[CH3:13][CH:14]1[NH:18][C:17](=[O:19])[CH2:16][CH2:15]1>>[CH3:13][CH:14]1[CH2:15][CH2:16][C:17](=[O:19])[N:18]1[C:2]1[CH:3]=[CH:4][C:5]([C:6]([OH:8])=[O:7])=[CH:11][CH:12]=1. Procedure details: Using ethyl 4-iodobenzoate (1.70 mL) and 5-methylpyrrolidin-2-one (0.98 g) and by the reaction and treatment in the same manner as in Preparation Example 15, the title compound (1.80 g) was obtained.